This data is from the Open Reaction Database (ORD), a public repository of structured organic reaction records. The task is: describe an organic reaction: reactants, conditions, products, and yield Reactants: COC1=C(OC)C(=O)C(Cc2cccc(C(=O)Nc3ccc(C(F)(F)F)cc3)c2OC(C)=O)=C(C)C1=O, CO, [Na+], O, O=C([O-])O. Yields the product COC1=C(OC)C(=O)C(Cc2cccc(C(=O)Nc3ccc(C(F)(F)F)cc3)c2O)=C(C)C1=O. RXN SMILES: [CH3:1][O:2][C:3]1=[C:8]([O:9][CH3:10])[C:7](=[O:11])[C:6]([CH2:12][c:13]2[c:14]([O:32][C:33](=[O:34])[CH3:35])[c:15]([C:16](=[O:17])[NH:18][c:19]3[cH:20][cH:21][c:22]([C:25]([F:26])([F:27])[F:28])[cH:23][cH:24]3)[cH:29][cH:30][cH:31]2)=[C:5]([CH3:36])[C:4]1=[O:37].[CH3:43][OH:44].[Na+:38].[OH2:45].[OH:39][C:40](=[O:41])[O-:42]>>[CH3:1][O:2][C:3]1=[C:8]([O:9][CH3:10])[C:7](=[O:11])[C:6]([CH2:12][c:13]2[c:14]([OH:32])[c:15]([C:16](=[O:17])[NH:18][c:19]3[cH:20][cH:21][c:22]([C:25]([F:26])([F:27])[F:28])[cH:23][cH:24]3)[cH:29][cH:30][cH:31]2)=[C:5]([CH3:36])[C:4]1=[O:37]. Reactants: COC1=C(C(=O)OC)C=C(C(=C1)C(=O)OC)OC (dimethyl 2,5-dimethoxyterephthalate). Run in [OH-].[K+] (KOH). Yields the product COC(C1=C(C=C(C(=O)O)C(=C1)OC)OC)=O (2,5-Dimethoxyterephthalic acid monomethyl ester). Yield: 45.6%. As a reaction SMILES: [CH3:1][O:2][C:3]1[CH:12]=[C:11]([C:13]([O:15]C)=[O:14])[C:10]([O:17][CH3:18])=[CH:9][C:4]=1[C:5]([O:7][CH3:8])=[O:6]>[OH-].[K+]>[CH3:8][O:7][C:5](=[O:6])[C:4]1[CH:9]=[C:10]([O:17][CH3:18])[C:11]([C:13]([OH:15])=[O:14])=[CH:12][C:3]=1[O:2][CH3:1] |f:1.2|. Procedure: A suspension of dimethyl 2,5-dimethoxyterephthalate (4 g, 15.7 mmol), prepared as in Description 9, in methanolic KOH (0.86 g of KOH in 100 ml MeOH) was refluxed for 3 h. The solution was cooled and the solvent removed under vacuum. The residue was treated with dilute HCl and the solid filtered off. The crude mixture was purified by column chromatogrphy using 1:1 ethyl acetate/hexane as a solvent obtaining 1.72 g of the title compound (yield 44.7%), mp=123-124° C. Starting materials: C(C)N(CC)CC1=CN=C(O1)C=1N=CN2C1CN(C(C1=C2C=CC(=C1)F)=O)C (3-(5-diethylaminomethyl-oxazol-2-yl)-8-fluoro-5-methyl-5,6-dihydro-4H-imidazo[1,5-a][1,4]-benzodiazepin-6-one), Cl (hydrochloric acid). Run in C(C)(=O)OCC (ethyl acetate). Reaction conditions: time 0.5 hour. Product: Cl.C(C)N(CC)CC1=CN=C(O1)C=1N=CN2C1CN(C(C1=C2C=CC(=C1)F)=O)C (3-(5-diethylaminomethyl-oxazol-2-yl)-8-fluoro-5-methyl-5,6-dihydro-4H-imidazo[1,5-a][1,4]benzodiazepin-6-one hydrochloride). Isolated yield 96.5%. Reaction SMILES: [CH2:1]([N:3]([CH2:6][C:7]1[O:11][C:10]([C:12]2[N:13]=[CH:14][N:15]3[C:21]4[CH:22]=[CH:23][C:24]([F:26])=[CH:25][C:20]=4[C:19](=[O:27])[N:18]([CH3:28])[CH2:17][C:16]=23)=[N:9][CH:8]=1)[CH2:4][CH3:5])[CH3:2].[ClH:29]>C(OCC)(=O)C>[ClH:29].[CH2:1]([N:3]([CH2:6][C:7]1[O:11][C:10]([C:12]2[N:13]=[CH:14][N:15]3[C:21]4[CH:22]=[CH:23][C:24]([F:26])=[CH:25][C:20]=4[C:19](=[O:27])[N:18]([CH3:28])[CH2:17][C:16]=23)=[N:9][CH:8]=1)[CH2:4][CH3:5])[CH3:2] |f:3.4|. Procedure details: 0.89 g (0.00232 mol) of 3-(5-diethylaminomethyl-oxazol-2-yl)-8-fluoro-5-methyl-5,6-dihydro-4H-imidazo[1,5-a][1,4]-benzodiazepin-6-one in 50 ml of ethyl acetate was treated with 0.66 ml (0.00244 mol) of 3.7N ethanolic hydrochloric acid. After stirring at 0° for 1/2 hr. the white suspension was suction filtered. There was obtained 0.94 g (97%) of 3-(5-diethylaminomethyl-oxazol-2-yl)-8-fluoro-5-methyl-5,6-dihydro-4H-imidazo[1,5-a][1,4]benzodiazepin-6-one hydrochloride (1:1) as whitish crystals; m.p... The reactants are Cc1ccc(S(=O)(=O)OCC2COc3ccc(S(C)(=O)=O)cc3O2)cc1, CN, CO, CCOCC, Cl. Yields the product CNCC1COc2ccc(S(C)(=O)=O)cc2O1. Reaction SMILES: [CH3:1][c:2]1[cH:3][cH:4][c:5]([S:6]([O:7][CH2:12][CH:13]2[CH2:14][O:15][c:16]3[c:17]([cH:19][c:20]([S:23](=[O:24])(=[O:25])[CH3:26])[cH:21][cH:22]3)[O:18]2)(=[O:8])=[O:9])[cH:10][cH:11]1.[CH3:27][NH2:28].[CH3:30][OH:31].[CH3:32][CH2:33][O:34][CH2:35][CH3:36].[ClH:29]>>[CH2:12]([CH:13]1[CH2:14][O:15][c:16]2[c:17]([cH:19][c:20]([S:23](=[O:24])(=[O:25])[CH3:26])[cH:21][cH:22]2)[O:18]1)[NH:28][CH3:27]. The reactants are CCOCCCl, CN(C)CCCc1nc2ccccc2[nH]1, CN(C)C=O, [H-], [Na+], O. Yields the product CCOCCn1c(CCCN(C)C)nc2ccccc21. As a reaction SMILES: [CH2:18]([CH3:19])[O:20][CH2:21][CH2:22][Cl:23].[CH3:1][N:2]([CH2:3][CH2:4][CH2:5][c:6]1[nH:7][c:8]2[c:9]([n:10]1)[cH:11][cH:12][cH:13][cH:14]2)[CH3:15].[CH3:25][N:26]([CH3:27])[CH:28]=[O:29].[H-:16].[Na+:17].[OH2:24]>>[CH3:1][N:2]([CH2:3][CH2:4][CH2:5][c:6]1[n:7][c:8]2[c:9]([n:10]1[CH2:22][CH2:21][O:20][CH2:18][CH3:19])[cH:11][cH:12][cH:13][cH:14]2)[CH3:15].